From a dataset of the Open Reaction Database (ORD), a public repository of structured organic reaction records. describe an organic reaction: reactants, conditions, products, and yield Reactants: Amide, NCC=1C=NC=CC1 (3-(aminomethyl)pyridine), ester, COC(=O)C=1C(=CC=C(C1)C=1SC=C(N1)C1=CC(=C(C=C1)Cl)Cl)C1=CC=C(C=C1)C(=O)O (4-[4-(3,4-dichloro-phenyl)-thiazol-2-yl]-biphenyl-2,4′-dicarboxylic acid 2-methyl ester), COC(=O)C=1C(=CC=C(C1)C=1SC=C(N1)C1=CC(=C(C=C1)Cl)Cl)C1=CC=C(C=C1)C(=O)O (4-[4-(3,4-dichloro-phenyl)-thiazol-2-yl]-biphenyl-2,4′-dicarboxylic acid 2-methyl ester). Yields the product ClC=1C=C(C=CC1Cl)C=1N=C(SC1)C=1C=C(C(=CC1)C1=CC=C(C=C1)C(NCC=1C=NC=CC1)=O)C(=O)O (4-[4-(3,4-dichloro-phenyl)-thiazol-2-yl]-4′-[(pyridin-3-ylmethyl)-carbamoyl]-biphenyl-2-carboxylic acid). Yield: 72.2%. As a reaction SMILES: C[O:2][C:3]([C:5]1[C:6]([C:24]2[CH:29]=[CH:28][C:27]([C:30]([OH:32])=O)=[CH:26][CH:25]=2)=[CH:7][CH:8]=[C:9]([C:11]2[S:12][CH:13]=[C:14]([C:16]3[CH:21]=[CH:20][C:19]([Cl:22])=[C:18]([Cl:23])[CH:17]=3)[N:15]=2)[CH:10]=1)=[O:4].[NH2:33][CH2:34][C:35]1[CH:36]=[N:37][CH:38]=[CH:39][CH:40]=1>>[Cl:23][C:18]1[CH:17]=[C:16]([C:14]2[N:15]=[C:11]([C:9]3[CH:10]=[C:5]([C:3]([OH:2])=[O:4])[C:6]([C:24]4[CH:29]=[CH:28][C:27]([C:30](=[O:32])[NH:33][CH2:34][C:35]5[CH:36]=[N:37][CH:38]=[CH:39][CH:40]=5)=[CH:26][CH:25]=4)=[CH:7][CH:8]=3)[S:12][CH:13]=2)[CH:21]=[CH:20][C:19]=1[Cl:22]. Procedure: Using the conditions of General Procedure E for Amide Coupling in Parallel Mode, 4-[4-(3,4-dichloro-phenyl)-thiazol-2-yl]-biphenyl-2,4′-dicarboxylic acid 2-methyl ester (which may be prepared as described for Intermediate 8; 100 mg, 0.21 mmol) was reacted with 3-(aminomethyl)pyridine (available from Aldrich Chemical Company, Inc.; 67 mg, 0.62 mmol). The resulting ester was hydrolyzed and the acid was purified using HPLC Purification Conditions B to give 4-[4-(3,4-dichloro-phenyl)-thiazol-2-yl]-4... Starting materials: CC(=O)c1ccc2c(c1)CC(=O)N2CC(F)(F)F, CCOC(C)=O, OCCO, Cc1ccc(S(=O)(=O)O)cc1, c1ccccc1. Yields the product CC1(c2ccc3c(c2)CC(=O)N3CC(F)(F)F)OCCO1. Reaction SMILES: [C:1]([CH3:2])(=[O:3])[c:4]1[cH:5][c:6]2[c:10]([cH:11][cH:12]1)[N:9]([CH2:13][C:14]([F:15])([F:16])[F:17])[C:8](=[O:18])[CH2:7]2.[CH3:40][CH2:41][O:42][C:43](=[O:44])[CH3:45].[OH:19][CH2:20][CH2:21][OH:22].[c:23]1([CH3:24])[cH:25][cH:26][c:27]([S:28]([OH:29])(=[O:30])=[O:31])[cH:32][cH:33]1.[cH:34]1[cH:35][cH:36][cH:37][cH:38][cH:39]1>>[C:1]1([CH3:2])([c:4]2[cH:5][c:6]3[c:10]([cH:11][cH:12]2)[N:9]([CH2:13][C:14]([F:15])([F:16])[F:17])[C:8](=[O:18])[CH2:7]3)[O:3][CH2:21][CH2:20][O:19]1. The product is N#Cc1cccc(CN2CCCC2)c1. RXN SMILES: [C:1](#[N:2])[c:3]1[cH:4][c:5]([CH:6]=[O:7])[cH:8][cH:9][cH:10]1.[C:20]([O:21][BH-:22]([O:23][C:24](=[O:25])[CH3:26])[O:27][C:28](=[O:29])[CH3:30])(=[O:31])[CH3:32].[CH2:11]1[CH2:12][CH2:13][NH:14][CH2:15]1.[CH2:39]1[O:40][CH2:41][CH2:42][CH2:43]1.[CH3:16][C:17](=[O:18])[OH:19].[Na+:33].[Na+:38].[O-:34][C:35]([OH:36])=[O:37]>>[C:1](#[N:2])[c:3]1[cH:4][c:5]([CH2:6][N:14]2[CH2:13][CH2:12][CH2:11][CH2:15]2)[cH:8][cH:9][cH:10]1. Starting materials: N#Cc1cccc(C=O)c1, CC(=O)O[BH-](OC(C)=O)OC(C)=O, C1CCNC1, C1CCOC1, CC(=O)O, [Na+], [Na+], O=C([O-])O. Reactants: CC(c1ccc2nc(N)cn2n1)c1nnc2ccc(Br)cn12, CCN(C(C)C)C(C)C, O=C(Cl)C1CC1, ClCCl, O=C(O)C(F)(F)F. Product: CC(c1ccc2nc(NC(=O)C3CC3)cn2n1)c1nnc2ccc(Br)cn12. RXN SMILES: [Br:1][c:2]1[cH:3][cH:4][c:5]2[n:6]([cH:7]1)[c:8]([CH:11]([CH3:12])[c:13]1[cH:14][cH:15][c:16]3[n:17]([n:18]1)[cH:19][c:20]([NH2:22])[n:21]3)[n:9][n:10]2.[CH:30]([N:31]([CH2:32][CH3:33])[CH:34]([CH3:35])[CH3:36])([CH3:37])[CH3:38].[CH:39]1([C:42](=[O:43])[Cl:44])[CH2:40][CH2:41]1.[Cl:45][CH2:46][Cl:47].[F:23][C:24]([F:25])([F:26])[C:27]([OH:28])=[O:29]>>[Br:1][c:2]1[cH:3][cH:4][c:5]2[n:6]([cH:7]1)[c:8]([CH:11]([CH3:12])[c:13]1[cH:14][cH:15][c:16]3[n:17]([n:18]1)[cH:19][c:20]([NH:22][C:42]([CH:39]1[CH2:40][CH2:41]1)=[O:43])[n:21]3)[n:9][n:10]2. Reactants: C1COCCN1, CS(=O)(=O)Cl, CC#N, CCN(C(C)C)C(C)C, ClCCl, CSc1ncc(Cl)c(-c2cc(CCO)c(Cc3ccc(F)cc3)s2)n1. Yields the product CSc1ncc(Cl)c(-c2cc(CCN3CCOCC3)c(Cc3ccc(F)cc3)s2)n1. Reaction SMILES: [CH2:40]1[CH2:41][O:42][CH2:43][CH2:44][NH:45]1.[CH3:1][S:2](=[O:3])(=[O:4])[Cl:5].[CH3:49][C:50]#[N:51].[CH:31]([N:32]([CH:33]([CH3:34])[CH3:35])[CH2:36][CH3:37])([CH3:38])[CH3:39].[Cl:46][CH2:47][Cl:48].[F:6][c:7]1[cH:8][cH:9][c:10]([CH2:11][c:12]2[s:13][c:14](-[c:20]3[n:21][c:22]([S:27][CH3:28])[n:23][cH:24][c:25]3[Cl:26])[cH:15][c:16]2[CH2:17][CH2:18][OH:19])[cH:29][cH:30]1>>[F:6][c:7]1[cH:8][cH:9][c:10]([CH2:11][c:12]2[s:13][c:14](-[c:20]3[n:21][c:22]([S:27][CH3:28])[n:23][cH:24][c:25]3[Cl:26])[cH:15][c:16]2[CH2:17][CH2:18][N:45]2[CH2:40][CH2:41][O:42][CH2:43][CH2:44]2)[cH:29][cH:30]1.